From a dataset of the Open Reaction Database (ORD), a public repository of structured organic reaction records. describe an organic reaction: reactants, conditions, products, and yield Reactants: CC(=O)[O-], CC(=O)O, O=C(OO)c1cccc(Cl)c1, O=C(O)c1cccc(Cl)c1, ClCCl, NS(=O)(=O)c1ccc(C2=C(c3ccc(F)cc3)CC3(CC3)C2)cc1, [Na+], O. The product is NS(=O)(=O)c1ccc(C2=CC3(C=C2c2ccc(F)cc2)CC3)cc1. As a reaction SMILES: [CH3:47][C:48](=[O:49])[O-:50].[CH3:54][C:55](=[O:56])[OH:57].[Cl:25][c:26]1[cH:27][c:28]([C:32]([O:33][OH:34])=[O:35])[cH:29][cH:30][cH:31]1.[Cl:36][c:37]1[cH:38][c:39]([C:43]([OH:44])=[O:45])[cH:40][cH:41][cH:42]1.[Cl:51][CH2:52][Cl:53].[F:1][c:2]1[cH:3][cH:4][c:5]([C:8]2=[C:9]([c:15]3[cH:16][cH:17][c:18]([S:21](=[O:22])(=[O:23])[NH2:24])[cH:19][cH:20]3)[CH2:10][C:11]3([CH2:12][CH2:13]3)[CH2:14]2)[cH:6][cH:7]1.[Na+:46].[OH2:58]>>[F:1][c:2]1[cH:3][cH:4][c:5]([C:8]2=[CH:14][C:11]3([CH:10]=[C:9]2[c:15]2[cH:16][cH:17][c:18]([S:21](=[O:22])(=[O:23])[NH2:24])[cH:19][cH:20]2)[CH2:12][CH2:13]3)[cH:6][cH:7]1.